Dataset: the Open Reaction Database (ORD), a public repository of structured organic reaction records. Task: describe an organic reaction: reactants, conditions, products, and yield Starting materials: Nc1ccc2c(c1)NCCC2, O=P(O)(O)O. Yields the product Oc1ccc2c(c1)NCCC2. RXN SMILES: [NH2:6][c:7]1[cH:8][cH:9][c:10]2[c:15]([cH:16]1)[NH:14][CH2:13][CH2:12][CH2:11]2.[P:1]([OH:2])(=[O:3])([OH:4])[OH:5]>>[OH:2][c:7]1[cH:8][cH:9][c:10]2[c:15]([cH:16]1)[NH:14][CH2:13][CH2:12][CH2:11]2. The reactants are C1(CCCCCC1)NC(=S)N (N-cycloheptylthiourea), BrC1(CCCCC1)C(=O)OC (methyl 1-bromocyclohexanecarboxylate). The product is C1(CCCCCC1)NC=1SC2(C(N1)=O)CCCCC2 (2-(Cycloheptylamino)-1-thia-3-azaspiro[4.5]dec-2-en-4-one). RXN SMILES: [CH:1]1([NH:8][C:9]([NH2:11])=[S:10])[CH2:7][CH2:6][CH2:5][CH2:4][CH2:3][CH2:2]1.Br[C:13]1([C:19](OC)=[O:20])[CH2:18][CH2:17][CH2:16][CH2:15][CH2:14]1>>[CH:1]1([NH:8][C:9]2[S:10][C:13]3([CH2:18][CH2:17][CH2:16][CH2:15][CH2:14]3)[C:19](=[O:20])[N:11]=2)[CH2:7][CH2:6][CH2:5][CH2:4][CH2:3][CH2:2]1. Procedure details: Synthesis was performed from N-cycloheptylthiourea and methyl 1-bromocyclohexanecarboxylate according to Method D. Yields the product C(C1=CC=CC=C1)(=O)NC(=S)NC1=C(C=CC=C1)N1CCC(C2=CC=CC=C12)(C)C (1-benzoyl-3-(2-(4,4-dimethyl-3,4-dihydroquinolin-1(2H)-yl)phenyl)thiourea). Reported procedure: 1d (65.4 mg, mmol) and benzoyl isothiocyanate (60 mg) were heated at refluxing CH2Cl2 for 2 h. After cooling, the solvent was evaporated. The resulting crude 1e was dried over vacuum and used directly in the next step: LC-MS ESI, 416.3 (M+H) (10-90% MeOH in H2O with 0.1% TFA in a 4 min run, tR=4.49 min). The reactants are CC1(CCN(C2=CC=CC=C12)C1=C(C=CC=C1)N)C (2-(4,4-Dimethyl-3,4-dihydro-2H-quinolin-1-yl)-phenylamine), C(C1=CC=CC=C1)(=O)N=C=S (benzoyl isothiocyanate). Reaction conditions: time 4 minute. The solvent is C(Cl)Cl (CH2Cl2). Reaction SMILES: [CH3:1][C:2]1([CH3:19])[C:11]2[C:6](=[CH:7][CH:8]=[CH:9][CH:10]=2)[N:5]([C:12]2[CH:17]=[CH:16][CH:15]=[CH:14][C:13]=2[NH2:18])[CH2:4][CH2:3]1.[C:20]([N:28]=[C:29]=[S:30])(=[O:27])[C:21]1[CH:26]=[CH:25][CH:24]=[CH:23][CH:22]=1>C(Cl)Cl>[C:20]([NH:28][C:29]([NH:18][C:13]1[CH:14]=[CH:15][CH:16]=[CH:17][C:12]=1[N:5]1[C:6]2[C:11](=[CH:10][CH:9]=[CH:8][CH:7]=2)[C:2]([CH3:19])([CH3:1])[CH2:3][CH2:4]1)=[S:30])(=[O:27])[C:21]1[CH:26]=[CH:25][CH:24]=[CH:23][CH:22]=1. The reactants are CS(=O)(=O)C1CCNCC1, O=C(NCc1cn(-c2ccccc2)c2cc(Cl)ccc2c1=O)c1ccc(Cl)nc1, Cl. Yields the product CS(=O)(=O)C1CCN(c2ccc(C(=O)NCc3cn(-c4ccccc4)c4cc(Cl)ccc4c3=O)cn2)CC1. RXN SMILES: [CH3:31][S:32](=[O:33])(=[O:34])[CH:35]1[CH2:36][CH2:37][NH:38][CH2:39][CH2:40]1.[Cl:1][c:2]1[n:3][cH:4][c:5]([C:6](=[O:7])[NH:8][CH2:9][c:10]2[cH:11][n:12](-[c:22]3[cH:23][cH:24][cH:25][cH:26][cH:27]3)[c:13]3[cH:14][c:15]([Cl:21])[cH:16][cH:17][c:18]3[c:19]2=[O:20])[cH:28][cH:29]1.[ClH:30]>>[c:2]1([N:38]2[CH2:37][CH2:36][CH:35]([S:32]([CH3:31])(=[O:33])=[O:34])[CH2:40][CH2:39]2)[n:3][cH:4][c:5]([C:6](=[O:7])[NH:8][CH2:9][c:10]2[cH:11][n:12](-[c:22]3[cH:23][cH:24][cH:25][cH:26][cH:27]3)[c:13]3[cH:14][c:15]([Cl:21])[cH:16][cH:17][c:18]3[c:19]2=[O:20])[cH:28][cH:29]1. Reactants: C[O-], CS(C)=O, O=c1[nH]c2cc(Cl)c(F)c([N+](=O)[O-])c2[nH]c1=O, Cl, [Na+], O. The product is COc1c(Cl)cc2[nH]c(=O)c(=O)[nH]c2c1[N+](=O)[O-]. Reaction SMILES: [CH3:18][O-:19].[CH3:22][S:23]([CH3:24])=[O:25].[Cl:1][c:2]1[c:3]([F:17])[c:4]([N+:14](=[O:15])[O-:16])[c:5]2[nH:6][c:7](=[O:13])[c:8](=[O:12])[nH:9][c:10]2[cH:11]1.[ClH:21].[Na+:20].[OH2:26]>>[Cl:1][c:2]1[c:3]([O:19][CH3:18])[c:4]([N+:14](=[O:15])[O-:16])[c:5]2[nH:6][c:7](=[O:13])[c:8](=[O:12])[nH:9][c:10]2[cH:11]1. Reactants: CCCc1cc(C(=O)OCC)[nH]n1, ClCCl, O=C1CCC(=O)N1I. Product: CCCc1n[nH]c(C(=O)OCC)c1I. As a reaction SMILES: [CH2:1]([CH3:2])[O:3][C:4](=[O:5])[c:6]1[nH:7][n:8][c:9]([CH2:11][CH2:12][CH3:13])[cH:10]1.[Cl:22][CH2:23][Cl:24].[I:14][N:15]1[C:16](=[O:17])[CH2:18][CH2:19][C:20]1=[O:21]>>[CH2:1]([CH3:2])[O:3][C:4](=[O:5])[c:6]1[nH:7][n:8][c:9]([CH2:11][CH2:12][CH3:13])[c:10]1[I:14]. The reactants are O=C(O)Cn1c(-c2ccc(Br)cc2)nc2cccnc21, CN(C)C=O, O=C(Cl)C(=O)Cl, Nc1ccccc1Cl. The product is O=C(Cn1c(-c2ccc(Br)cc2)nc2cccnc21)Nc1ccccc1Cl. RXN SMILES: [Br:7][c:8]1[cH:9][cH:10][c:11](-[c:14]2[n:15][c:16]3[c:17]([n:18][cH:19][cH:20][cH:21]3)[n:22]2[CH2:23][C:24](=[O:25])[OH:26])[cH:12][cH:13]1.[CH3:35][N:36]([CH3:37])[CH:38]=[O:39].[Cl:1][C:2]([C:3]([Cl:4])=[O:5])=[O:6].[Cl:27][c:28]1[c:29]([NH2:30])[cH:31][cH:32][cH:33][cH:34]1>>[Br:7][c:8]1[cH:9][cH:10][c:11](-[c:14]2[n:15][c:16]3[c:17]([n:18][cH:19][cH:20][cH:21]3)[n:22]2[CH2:23][C:24](=[O:26])[NH:30][c:29]2[c:28]([Cl:27])[cH:34][cH:33][cH:32][cH:31]2)[cH:12][cH:13]1.